From a dataset of the Open Reaction Database (ORD), a public repository of structured organic reaction records. describe an organic reaction: reactants, conditions, products, and yield The reactants are C(C(C)C)C1=CC=C(C=C1)C(CCCC)O (1-(4-isobutylphenyl)pentanol), C(Br)(Br)(Br)Br (carbon tetrabromide), C1(=CC=CC=C1)P(C1=CC=CC=C1)C1=CC=CC=C1 (triphenylphosphine). The solvent is O1CCCC1 (tetrahydrofuran). Reaction conditions: time 1 hour. The product is BrC(CCCC)C1=CC=C(C=C1)CC(C)C (1-bromo-1-(4-isobutylphenyl)pentane). As a reaction SMILES: [CH2:1]([C:5]1[CH:10]=[CH:9][C:8]([CH:11](O)[CH2:12][CH2:13][CH2:14][CH3:15])=[CH:7][CH:6]=1)[CH:2]([CH3:4])[CH3:3].C(Br)(Br)(Br)[Br:18].C1(P(C2C=CC=CC=2)C2C=CC=CC=2)C=CC=CC=1>O1CCCC1>[Br:18][CH:11]([C:8]1[CH:9]=[CH:10][C:5]([CH2:1][CH:2]([CH3:4])[CH3:3])=[CH:6][CH:7]=1)[CH2:12][CH2:13][CH2:14][CH3:15]. Procedure: To a mixture of 1-(4-isobutylphenyl)pentanol and carbon tetrabromide in tetrahydrofuran was added triphenylphosphine and the mixture was stirred at room temperature for 1 hour. Insoluble materials were removed by filtration and the filtrate was concentrated. Hexane was added to the residue and the mixture was filtered again. Concentration of the filtrate gave crude 1-bromo-1-(4-isobutylphenyl)pentane. Sodium was added portionwise to 1,3-propanediol at 80° C. while stirring. The obtained crude 1-... Reactants: CN, CCO, Cc1cccc(C)c1NC(=O)c1ccc(Cl)nc1. The product is CNc1ccc(C(=O)Nc2c(C)cccc2C)cn1. Reaction SMILES: [CH3:19][NH2:20].[CH3:21][CH2:22][OH:23].[Cl:1][c:2]1[cH:3][cH:4][c:5]([C:8](=[O:9])[NH:10][c:11]2[c:12]([CH3:18])[cH:13][cH:14][cH:15][c:16]2[CH3:17])[cH:6][n:7]1>>[c:2]1([NH:20][CH3:19])[cH:3][cH:4][c:5]([C:8](=[O:9])[NH:10][c:11]2[c:12]([CH3:18])[cH:13][cH:14][cH:15][c:16]2[CH3:17])[cH:6][n:7]1. Reactants: [Br-].[N+](=O)([O-])C1=CC=C(C=C1)C(C[N+]12C[C@@H](C(CC1)CC2)OC([C@H](NC2=CC=CC=C2)C2=CC=CC=C2)=O)=O ((R)-1-[2-(4-nitro-phenyl)-2-oxo-ethyl]-3-((R)-2-phenyl-2-phenylamino-acetoxy)-1-azonia-bicyclo[2.2.2]octane bromide). Solvent: C1CCOC1 (THF). Reaction conditions: time 2 hour. Product: C(=O)[O-].NC1=CC=C(C=C1)C(C[N+]12C[C@@H](C(CC1)CC2)OC([C@H](NC2=CC=CC=C2)C2=CC=CC=C2)=O)=O ((R)-1-[2-(4-amino-phenyl)-2-oxo-ethyl]-3-((R)-2-phenyl-2-phenylamino-acetoxy)-1-azonia-bicyclo[2.2.2]octane formate). Isolated yield 79.1%. Reaction SMILES: [Br-].[N+:2]([C:5]1[CH:10]=[CH:9][C:8]([C:11](=[O:38])[CH2:12][N+:13]23[CH2:20][CH2:19][CH:16]([CH2:17][CH2:18]2)[C@@H:15]([O:21][C:22](=[O:37])[C@@H:23]([C:31]2[CH:36]=[CH:35][CH:34]=[CH:33][CH:32]=2)[NH:24][C:25]2[CH:30]=[CH:29][CH:28]=[CH:27][CH:26]=2)[CH2:14]3)=[CH:7][CH:6]=1)([O-])=O>C1COCC1>[CH:22]([O-:37])=[O:21].[NH2:2][C:5]1[CH:10]=[CH:9][C:8]([C:11](=[O:38])[CH2:12][N+:13]23[CH2:18][CH2:17][CH:16]([CH2:19][CH2:20]2)[C@@H:15]([O:21][C:22](=[O:37])[C@@H:23]([C:31]2[CH:32]=[CH:33][CH:34]=[CH:35][CH:36]=2)[NH:24][C:25]2[CH:26]=[CH:27][CH:28]=[CH:29][CH:30]=2)[CH2:14]3)=[CH:7][CH:6]=1 |f:0.1,3.4|. Reported procedure: A solution of (R)-1-[2-(4-nitro-phenyl)-2-oxo-ethyl]-3-((R)-2-phenyl-2-phenylamino-acetoxy)-1-azonia-bicyclo[2.2.2]octane bromide (Diastereoisomer 1 of C179) (88 mg, 0.152 mmol) in THF (30 mL) is hydrogenated in presence of a catalytic amount of Pt2O at 15 psi for 2 hours and then at 20 psi for additional 2 hours (UPLC-MS monitoring: complete conversion). Catalyst is removed by filtration and the solution evaporated to dryness. The crude is purified by preparative HPLC to give the title compound...